This data is from the Open Reaction Database (ORD), a public repository of structured organic reaction records. The task is: describe an organic reaction: reactants, conditions, products, and yield The reactants are ClC=1C=C(C=CC1OC)NC1=NC(=CC(=N1)O)C1=CC=CC=C1 (2-(3-chloro-4-methoxy-phenylamino)-6-phenyl-pyrimidin-4-ol), O=P(Cl)(Cl)Cl (POCl3). Product: ClC=1C=C(C=CC1OC)NC1=NC(=CC(=N1)Cl)C1=CC=CC=C1 ((3-chloro-4-methoxy-phenyl)-(4-chloro-6-phenyl-pyrimidin-2-yl)-amine). Reaction SMILES: [Cl:1][C:2]1[CH:3]=[C:4]([NH:10][C:11]2[N:16]=[C:15](O)[CH:14]=[C:13]([C:18]3[CH:23]=[CH:22][CH:21]=[CH:20][CH:19]=3)[N:12]=2)[CH:5]=[CH:6][C:7]=1[O:8][CH3:9].O=P(Cl)(Cl)[Cl:26]>>[Cl:1][C:2]1[CH:3]=[C:4]([NH:10][C:11]2[N:16]=[C:15]([Cl:26])[CH:14]=[C:13]([C:18]3[CH:23]=[CH:22][CH:21]=[CH:20][CH:19]=3)[N:12]=2)[CH:5]=[CH:6][C:7]=1[O:8][CH3:9]. Procedure details: Chlorination of 2-(3-chloro-4-methoxy-phenylamino)-6-phenyl-pyrimidin-4-ol (1.5 g, 4.1 mmol) with POCl3 (10 mL) as explained above, afforded (3-chloro-4-methoxy-phenyl)-(4-chloro-6-phenyl-pyrimidin-2-yl)-amine. Starting materials: BrCC=C(CCC=C(CC(C)C)C)C (1-bromo-3,7,9-trimethyl-2,6-decadiene), OC1=CC=C2CCCOC2=C1 (7-hydroxy-chromane). The product is CC(=CCOC1=CC=C2CCCOC2=C1)CCC=C(CC(C)C)C (7-(3,7,9-trimethyl-2,6-decadienyloxy)-chromane). Reaction SMILES: Br[CH2:2][CH:3]=[C:4]([CH3:14])[CH2:5][CH2:6][CH:7]=[C:8]([CH3:13])[CH2:9][CH:10]([CH3:12])[CH3:11].[OH:15][C:16]1[CH:25]=[C:24]2[C:19]([CH2:20][CH2:21][CH2:22][O:23]2)=[CH:18][CH:17]=1>>[CH3:14][C:4]([CH2:5][CH2:6][CH:7]=[C:8]([CH3:13])[CH2:9][CH:10]([CH3:12])[CH3:11])=[CH:3][CH2:2][O:15][C:16]1[CH:25]=[C:24]2[C:19]([CH2:20][CH2:21][CH2:22][O:23]2)=[CH:18][CH:17]=1. Procedure: Following the procedure of Example 1, 1-bromo-3,7,9-trimethyl-2,6-decadiene and 7-hydroxy-chromane are reacted to form 7-(3,7,9-trimethyl-2,6-decadienyloxy)-chromane, nD20 = 1.5920. The reactants are CCN=C=NCCCN(C)C (EDCI), C(=O)(O)C=1C(=NOC1C)C1=C(C=CC=C1F)F (4-Carboxy-5-methyl-3-(2,6-difluorophenyl)isoxazole), NC=1C=C(C=CC1)CC(=O)NC1=CC(=C(C(=C1)OC)OC)OC (2-(3-aminophenyl)-N-(3,4,5-trimethoxyphenyl)acetamide). The reagents and catalysts are CN(C)C=1C=CN=CC1 (DMAP). The solvent is ClCCl (dichloromethane). Product: hexanes ethyl acetate, COC=1C=C(C=C(C1OC)OC)NC(CC1=CC(=CC=C1)NC(=O)C=1C(=NOC1C)C1=C(C=CC=C1F)F)=O (N-(3,4,5-Trimethoxyphenyl)-3-(5-methyl-3-(2,6-difluoro-phenyl)isoxazol-4-oyl)aminophenyl Acetamide). The yield is 52.8%. Reaction SMILES: [C:1]([C:4]1[C:5]([C:10]2[C:15]([F:16])=[CH:14][CH:13]=[CH:12][C:11]=2[F:17])=[N:6][O:7][C:8]=1[CH3:9])([OH:3])=O.[NH2:18][C:19]1[CH:20]=[C:21]([CH2:25][C:26]([NH:28][C:29]2[CH:34]=[C:33]([O:35][CH3:36])[C:32]([O:37][CH3:38])=[C:31]([O:39][CH3:40])[CH:30]=2)=[O:27])[CH:22]=[CH:23][CH:24]=1.CCN=C=NCCCN(C)C>CN(C1C=CN=CC=1)C.ClCCl>[CH3:36][O:35][C:33]1[CH:34]=[C:29]([NH:28][C:26](=[O:27])[CH2:25][C:21]2[CH:22]=[CH:23][CH:24]=[C:19]([NH:18][C:1]([C:4]3[C:5]([C:10]4[C:15]([F:16])=[CH:14][CH:13]=[CH:12][C:11]=4[F:17])=[N:6][O:7][C:8]=3[CH3:9])=[O:3])[CH:20]=2)[CH:30]=[C:31]([O:39][CH3:40])[C:32]=1[O:37][CH3:38]. Procedure: 4-Carboxy-5-methyl-3-(2,6-difluorophenyl)isoxazole (0.120 g, 0.50 mmol), 2-(3-aminophenyl)-N-(3,4,5-trimethoxyphenyl)acetamide (0.174 g, 0.55 mmol), EDCI (0.161 g, 1.00 mmol), DMAP (0.012 g, 0.10 mmol), and dichloromethane (5 ml) were allowed to react for 16 h in a fashion similar to that for example 5. Column chromatography (silica gel, hexanes/ethyl acetate gradient) afforded the title compound (0.142 g, 53%). Product: COc1cc(CN)ccc1F. Reactants: CC(=O)O, COc1cc(C#N)ccc1F, [H][H]. RXN SMILES: [CH3:14][C:15](=[O:16])[OH:17].[F:1][c:2]1[c:3]([O:10][CH3:11])[cH:4][c:5]([C:6]#[N:7])[cH:8][cH:9]1.[H:12][H:13]>>[F:1][c:2]1[c:3]([O:10][CH3:11])[cH:4][c:5]([CH2:6][NH2:7])[cH:8][cH:9]1. The reactants are Cl.O1CCOC12CCC(CC2)C(CC)N (1-(1,4-dioxaspiro[4.5]decan-8-yl)propan-1-amine HCl salt), TEA, C(C)(=O)Cl (acetyl chloride). The solvent is ClCCl (dichloromethane). Conditions: temperature 0 celsius. Yields the product O1CCOC12CCC(CC2)C(CC)NC(C)=O (N-(1-1,4-dioxaspiro[4.5]decan-8-ylpropyl)acetamide). Reaction SMILES: Cl.[O:2]1[C:6]2([CH2:11][CH2:10][CH:9]([CH:12]([NH2:15])[CH2:13][CH3:14])[CH2:8][CH2:7]2)[O:5][CH2:4][CH2:3]1.[C:16](Cl)(=[O:18])[CH3:17]>ClCCl>[O:2]1[C:6]2([CH2:11][CH2:10][CH:9]([CH:12]([NH:15][C:16](=[O:18])[CH3:17])[CH2:13][CH3:14])[CH2:8][CH2:7]2)[O:5][CH2:4][CH2:3]1 |f:0.1|. Procedure details: Into a 50 mL round-bottom flask were placed a solution of 1-1,4-dioxaspiro[4.5]decan-8-ylpropan-1-amine hydrochloride (as prepared in Example 104 Step B) (50 mg, 0.21 mmol, 1.00 equiv) in dichloromethane (10 mL) and TEA (42.8 mg, 0.42 mmol, 2.00 equiv). This was followed by the addition of acetyl chloride (19.8 mg, 0.25 mmol, 1.20 equiv) dropwise with stirring at 0° C. The resulting solution was stirred overnight at room temperature. The reaction was then quenched by the addition of 20 mL of wat... Starting materials: solution, Cl (hydrogen chloride), FC1=CC=C(C=C1)C1C(CN(CC1)C(=O)OCC[Si](C)(C)C)OCC1=CC2=CC=CC=C2C(=C1)OCOCC[Si](C)(C)C (β-trimethylsilylethyl (3RS,4RS)-4-(4-fluorophenyl)-3-[4-(2-trimethylsilyl-ethoxymethoxy)-naphthalen-2-ylmethoxy]-piperidin-1-carboxylate). The solvent is CO (methanol), CO (methanol). Conditions: temperature 50 celsius, time 90 minute. Product: FC1=CC=C(C=C1)C1C(CN(CC1)C(=O)OCC[Si](C)(C)C)OCC1=CC2=CC=CC=C2C(=C1)O (β-trimethylsilylethyl (3RS,4RS)-4-(4-fluorophenyl)-3-(4-hydroxy-naphthalen-2-ylmethoxy)-piperidine-1-carboxylate). The yield is 79.6%. RXN SMILES: [F:1][C:2]1[CH:7]=[CH:6][C:5]([CH:8]2[CH2:13][CH2:12][N:11]([C:14]([O:16][CH2:17][CH2:18][Si:19]([CH3:22])([CH3:21])[CH3:20])=[O:15])[CH2:10][CH:9]2[O:23][CH2:24][C:25]2[CH:34]=[C:33]([O:35]COCC[Si](C)(C)C)[C:32]3[C:27](=[CH:28][CH:29]=[CH:30][CH:31]=3)[CH:26]=2)=[CH:4][CH:3]=1.Cl>CO>[F:1][C:2]1[CH:7]=[CH:6][C:5]([CH:8]2[CH2:13][CH2:12][N:11]([C:14]([O:16][CH2:17][CH2:18][Si:19]([CH3:21])([CH3:22])[CH3:20])=[O:15])[CH2:10][CH:9]2[O:23][CH2:24][C:25]2[CH:34]=[C:33]([OH:35])[C:32]3[C:27](=[CH:28][CH:29]=[CH:30][CH:31]=3)[CH:26]=2)=[CH:4][CH:3]=1. Procedure details: 4.65 g (7.43 mmol) of β-trimethylsilylethyl (3RS,4RS)-4-(4-fluorophenyl)-3-[4-(2-trimethylsilyl-ethoxymethoxy)-naphthalen-2-ylmethoxy]-piperidin-1-carboxylate were dissolved in 40 ml of methanol, treated with 40 ml of a 2 N solution of hydrogen chloride in methanol and stirred at 50° C. for 90 minutes. Subsequently, the mixture was partitioned between methylene chloride and aqueous 5% sodium hydrogen carbonate solution, the organic phase was dried over magnesium sulphate and finally the solvent ... The reactants are CCO, CCOC(=O)CCNC(=O)c1ccc(NC(c2oc3ccc(F)cc3c2C)C2CCCCC2)nc1, [Na+], C1CCOC1, [OH-]. Yields the product Cc1c(C(Nc2ccc(C(=O)NCCC(=O)O)cn2)C2CCCCC2)oc2ccc(F)cc12. As a reaction SMILES: [CH3:43][CH2:44][OH:45].[CH:1]1([CH:7]([c:8]2[o:9][c:10]3[c:11]([c:12]2[CH3:13])[cH:14][c:15]([F:18])[cH:16][cH:17]3)[NH:19][c:20]2[cH:21][cH:22][c:23]([C:26](=[O:27])[NH:28][CH2:29][CH2:30][C:31](=[O:32])[O:33][CH2:34][CH3:35])[cH:24][n:25]2)[CH2:2][CH2:3][CH2:4][CH2:5][CH2:6]1.[Na+:42].[O:36]1[CH2:37][CH2:38][CH2:39][CH2:40]1.[OH-:41]>>[CH:1]1([CH:7]([c:8]2[o:9][c:10]3[c:11]([c:12]2[CH3:13])[cH:14][c:15]([F:18])[cH:16][cH:17]3)[NH:19][c:20]2[cH:21][cH:22][c:23]([C:26](=[O:27])[NH:28][CH2:29][CH2:30][C:31](=[O:32])[OH:33])[cH:24][n:25]2)[CH2:2][CH2:3][CH2:4][CH2:5][CH2:6]1. Reactants: Cl[SiH]1CCC(CC1)CC[C@@H]1CC[C@H](CC1)C1=CC=C(C=C1)C(F)(F)F (1-chloro-4-(2-(trans-4-(p-trifluoromethylphenyl)cyclohexyl)ethyl)-1-silacyclohexane), [Cl-].C(CCCC)[Zn+] (n-pentylzinc chloride), [Cl-].C(CC)[Zn+] (n-propylzinc chloride), Cl[SiH]1CCC(CC1)CC[C@@H]1CC[C@H](CC1)C1=CC=C(C=C1)F (1-chloro-4-(2-(trans-4-(p-fluorophenyl)cyclohexyl)ethyl)-1-silacyclohexane). Yields the product FC(C1=CC=C(C=C1)[C@@H]1CC[C@H](CC1)CC[C@@H]1CC[Si@H](CC1)CCC)(F)F (trans-4-(2-(trans-4-(p-trifluoromethylphenyl) cyclohexyl) ethyl)-1-n-propyl-1-silacyclohexane). As a reaction SMILES: Cl[SiH:2]1[CH2:7][CH2:6][CH:5]([CH2:8][CH2:9][C@H:10]2[CH2:15][CH2:14][C@H:13]([C:16]3[CH:21]=[CH:20][C:19]([C:22]([F:25])([F:24])[F:23])=[CH:18][CH:17]=3)[CH2:12][CH2:11]2)[CH2:4][CH2:3]1.[Cl-].[CH2:27]([Zn+])[CH2:28][CH3:29].Cl[SiH]1CCC(CC[C@H]2CC[C@H](C3C=CC(F)=CC=3)CC2)CC1.[Cl-].C([Zn+])CCCC>>[F:23][C:22]([F:25])([F:24])[C:19]1[CH:20]=[CH:21][C:16]([C@H:13]2[CH2:14][CH2:15][C@H:10]([CH2:9][CH2:8][C@H:5]3[CH2:6][CH2:7][Si@H:2]([CH2:27][CH2:28][CH3:29])[CH2:3][CH2:4]3)[CH2:11][CH2:12]2)=[CH:17][CH:18]=1 |f:1.2,4.5|. Procedure details: The preparation was conducted in the same manner as in Example 6, except that 8.2 g (21 mmol) of 1-chloro-4-(2-(trans-4-(p-trifluoromethylphenyl)cyclohexyl)ethyl)-1-silacyclohexane and n-propylzinc chloride were used instead of 7.0 g (21 mmol) of 1-chloro-4-(2-(trans-4-(p-fluorophenyl)cyclohexyl)ethyl)-1-silacyclohexane and n-pentylzinc chloride.